This data is from the Open Reaction Database (ORD), a public repository of structured organic reaction records. The task is: describe an organic reaction: reactants, conditions, products, and yield Starting materials: FC(OC1=NC=C(C=C1)[N+](=O)[O-])F (2-Difluoromethoxy-5-nitro-pyridine), Cl (hydrochloric acid). The reagents and catalysts are [Fe] (iron). Solvent: C(C)O (ethanol), O (water). Product: FC(OC1=CC=C(C=N1)N)F (6-difluoromethoxy-pyridin-3-yl-amine). Yield: 103.9%. Reaction SMILES: [F:1][CH:2]([F:13])[O:3][C:4]1[CH:9]=[CH:8][C:7]([N+:10]([O-])=O)=[CH:6][N:5]=1.Cl>C(O)C.O.[Fe]>[F:13][CH:2]([F:1])[O:3][C:4]1[N:5]=[CH:6][C:7]([NH2:10])=[CH:8][CH:9]=1. Procedure: 2-Difluoromethoxy-5-nitro-pyridine obtained in Step A (1.6 g) was treated with iron (5 g) and concentrated hydrochloric acid (0.23 ml) in ethanol (15 ml) and water (2.5 ml) at 80° C. for 20 minutes. Filtration over Celite® and evaporation of the solvent afforded 6-difluoromethoxy-pyridin-3-yl-amine (1.4 g) as an orange solid. 1H NMR (400 MHz, CDCl3) 3.51 (br s, 2H), 6.89 (d, 1H), 7.23 (d, 1H), 7.44 (dd, 1H), 7.80 (d, 1H). Starting materials: BrB(Br)Br, COc1ccc2c(c1)C(=O)CC(C)(C)S2, ClCCl. Product: CC1(C)CC(=O)c2cc(O)ccc2S1. As a reaction SMILES: [B:16]([Br:17])([Br:18])[Br:19].[CH3:1][O:2][c:3]1[cH:4][c:5]2[c:10]([cH:11][cH:12]1)[S:9][C:8]([CH3:13])([CH3:14])[CH2:7][C:6]2=[O:15].[Cl:20][CH2:21][Cl:22]>>[OH:2][c:3]1[cH:4][c:5]2[c:10]([cH:11][cH:12]1)[S:9][C:8]([CH3:13])([CH3:14])[CH2:7][C:6]2=[O:15].